The task is: describe an organic reaction: reactants, conditions, products, and yield. This data is from the Open Reaction Database (ORD), a public repository of structured organic reaction records. Reactants: ClC1=C(OC2=CC(N(C2)[C@H](C(=O)NC2=NN(C=C2)C[C@H]2OC(OC2)(C)C)CCOC)=O)C=CC=C1 ((S)-2-[4-(2-chloro-phenoxy)-2-oxo-2,5-dihydro-pyrrol-1-yl]-N-[1-((R)-2,2-dimethyl-[1,3]dioxolan-4-yl-methyl)-1H-pyrazol-3-yl]-4-methoxy-butyramide), O.C1(=CC=C(C=C1)S(=O)(=O)O)C (p-toluenesulfonic acid monohydrate). Run in CO (methanol). Run at temperature 25 celsius, time 16 hour. Product: ClC1=C(OC2=CC(N(C2)[C@H](C(=O)NC2=NN(C=C2)C[C@H](CO)O)CCOC)=O)C=CC=C1 ((S)-2-[4-(2-chloro-phenoxy)-2-oxo-2,5-dihydro-pyrrol-1-yl]-N-[1-((R)-2,3-dihydroxy-propyl)-1H-pyrazol-3-yl]-4-methoxy-butyramide). The yield is 92.8%. Reaction SMILES: [Cl:1][C:2]1[CH:35]=[CH:34][CH:33]=[CH:32][C:3]=1[O:4][C:5]1[CH2:9][N:8]([C@@H:10]([CH2:27][CH2:28][O:29][CH3:30])[C:11]([NH:13][C:14]2[CH:18]=[CH:17][N:16]([CH2:19][C@@H:20]3[CH2:24][O:23]C(C)(C)[O:21]3)[N:15]=2)=[O:12])[C:7](=[O:31])[CH:6]=1.O.C1(C)C=CC(S(O)(=O)=O)=CC=1>CO>[Cl:1][C:2]1[CH:35]=[CH:34][CH:33]=[CH:32][C:3]=1[O:4][C:5]1[CH2:9][N:8]([C@@H:10]([CH2:27][CH2:28][O:29][CH3:30])[C:11]([NH:13][C:14]2[CH:18]=[CH:17][N:16]([CH2:19][C@@H:20]([OH:21])[CH2:24][OH:23])[N:15]=2)=[O:12])[C:7](=[O:31])[CH:6]=1 |f:1.2|. Procedure: In a round bottom flask under argon was placed (S)-2-[4-(2-chloro-phenoxy)-2-oxo-2,5-dihydro-pyrrol-1-yl]-N-[1-((R)-2,2-dimethyl-[1,3]dioxolan-4-yl-methyl)-1H-pyrazol-3-yl]-4-methoxy-butyramide (26 mg, 0.051 mmol) dissolved in methanol (3 mL). This mixture was treated with p-toluenesulfonic acid monohydrate (1.5 mg, 0.008 mmol) and stirred at 25° C. for 16 h. After this time period, the mixture was concentrated in vacuo and purified by AnaLogix IntelliFlash flash chromatography (4 g column, 100%... Starting materials: BrC1=CC(=CC=C1)Cl (1-bromo-3-chlorobenzene), [Mg] (magnesium), O1CCCC1 (tetrahydrofuran), C1(=CC=CC=C1)CN1CC(CCC1)=O (1-(phenylmethyl)-3-piperidinone), ice water. Solvent: C(C)(=O)O (acetic acid). Conditions: time 1 hour. Product: 26, Cl.ClC=1C=C(C=CC1)C1(CN(CCC1)CC1=CC=CC=C1)O (3-(3-chlorophenyl)-1-(phenylmethyl)-3-piperidinol hydrochloride). The yield is 76.0%. RXN SMILES: Br[C:2]1[CH:7]=[CH:6][CH:5]=[C:4]([Cl:8])[CH:3]=1.[Mg].O1CCCC1.[C:15]1([CH2:21][N:22]2[CH2:27][CH2:26][CH2:25][C:24](=[O:28])[CH2:23]2)[CH:20]=[CH:19][CH:18]=[CH:17][CH:16]=1>C(O)(=O)C>[ClH:8].[Cl:8][C:4]1[CH:3]=[C:2]([C:24]2([OH:28])[CH2:25][CH2:26][CH2:27][N:22]([CH2:21][C:15]3[CH:16]=[CH:17][CH:18]=[CH:19][CH:20]=3)[CH2:23]2)[CH:7]=[CH:6][CH:5]=1 |f:5.6|. Procedure: To a stirred and refluxed Grignard complex previously prepared starting from a mixture of 4.2 parts of 1-bromo-3-chlorobenzene, 5.4 parts of magnesium and 135 parts of tetrahydrofuran were added dropwise 19 parts of 1-(phenylmethyl)-3-piperidinone. Upon completion, stirring was continued for 1 hour at reflux temperature. After cooling, the reaction mixture was poured into ice water and 12.5 parts of acetic acid. The layers were separated. The aqueous phase was extracted with trichloromethane. Th... Starting materials: C(C1=CC=CC=C1)N1N=C(N=C1C1=CC=C(C=C1)F)N (1-Benzyl-5-(4-fluorophenyl)-1H-1,2,4-triazol-3-amine), C(C1=CC=CC=C1)OC=1OC(C(N1)(C)C)=O (2-(benzyloxy)-4,4-dimethyloxazol-5(4H)-one). Solvent: C1(=CC=CC=C1)C (toluene). Conditions: temperature 50 celsius, time 8 hour. Product: C(C1=CC=CC=C1)OC(NC(C)(C)C(NC1=NN(C(=N1)C1=CC=C(C=C1)F)CC1=CC=CC=C1)=O)=O ({1-[1-Benzyl-5-(4-fluoro-phenyl)-1H-[1,2,4]triazol-3-ylcarbamoyl]-1-methyl-ethyl}-carbamic acid benzyl ester). Reaction SMILES: [CH2:1]([N:8]1[C:12]([C:13]2[CH:18]=[CH:17][C:16]([F:19])=[CH:15][CH:14]=2)=[N:11][C:10]([NH2:20])=[N:9]1)[C:2]1[CH:7]=[CH:6][CH:5]=[CH:4][CH:3]=1.[CH2:21]([O:28][C:29]1[O:30][C:31](=[O:36])[C:32]([CH3:35])([CH3:34])[N:33]=1)[C:22]1[CH:27]=[CH:26][CH:25]=[CH:24][CH:23]=1>C1(C)C=CC=CC=1>[CH2:21]([O:28][C:29](=[O:30])[NH:33][C:32]([C:31](=[O:36])[NH:20][C:10]1[N:11]=[C:12]([C:13]2[CH:18]=[CH:17][C:16]([F:19])=[CH:15][CH:14]=2)[N:8]([CH2:1][C:2]2[CH:7]=[CH:6][CH:5]=[CH:4][CH:3]=2)[N:9]=1)([CH3:34])[CH3:35])[C:22]1[CH:27]=[CH:26][CH:25]=[CH:24][CH:23]=1. Procedure details: 1-Benzyl-5-(4-fluorophenyl)-1H-1,2,4-triazol-3-amine (4.15 g, 15.47 mmol), 2-(benzyloxy)-4,4-dimethyloxazol-5(4H)-one (4.07 g, 18.56 mmol) were stirred in 5 ml of toluene in a 100 ml prbf. The white suspension was allowed to stir at 50° C. for over weekend. It was then cooled to r.t. The volatiles were removed in vacuo and the resulted solid was dissolved in EtOAc (130 mL) and heptane (50 mL) with heating. It was cooled to r.t. and let sit overnight. The resulted precipitates were collected and ... Reactants: O=C(Cl)Cc1ccc(Br)cc1, N, C1COCCO1. The product is NC(=O)Cc1ccc(Br)cc1. As a reaction SMILES: [Br:1][c:2]1[cH:3][cH:4][c:5]([CH2:8][C:9](=[O:10])[Cl:11])[cH:6][cH:7]1.[NH3:12].[O:13]1[CH2:14][CH2:15][O:16][CH2:17][CH2:18]1>>[Br:1][c:2]1[cH:3][cH:4][c:5]([CH2:8][C:9](=[O:10])[NH2:12])[cH:6][cH:7]1. The reactants are CC(C)(C)n1nccc1Nc1cccc(CC2(C(=O)O)CCN(C(=O)c3cccc(C(F)(F)F)c3F)CC2)n1, CC(C)(C)OC(=O)NN, O=C([O-])O, CCN=C=NCCCN(C)C, ClC(Cl)Cl, Cl, [Na+]. Yields the product CC(C)(C)OC(=O)NNC(=O)C1(Cc2cccc(Nc3ccnn3C(C)(C)C)n2)CCN(C(=O)c2cccc(C(F)(F)F)c2F)CC1. As a reaction SMILES: [C:1]([CH3:2])([CH3:3])([CH3:4])[n:5]1[n:6][cH:7][cH:8][c:9]1[NH:10][c:11]1[cH:12][cH:13][cH:14][c:15]([CH2:17][C:18]2([C:37](=[O:38])[OH:39])[CH2:19][CH2:20][N:21]([C:24]([c:25]3[c:26]([F:35])[c:27]([C:31]([F:32])([F:33])[F:34])[cH:28][cH:29][cH:30]3)=[O:36])[CH2:22][CH2:23]2)[n:16]1.[C:40]([NH:41][NH2:42])(=[O:43])[O:44][C:45]([CH3:46])([CH3:47])[CH3:48].[C:61](=[O:62])([OH:63])[O-:64].[CH3:50][N:51]([CH3:52])[CH2:53][CH2:54][CH2:55][N:56]=[C:57]=[N:58][CH2:59][CH3:60].[CH:66]([Cl:67])([Cl:68])[Cl:69].[ClH:49].[Na+:65]>>[C:1]([CH3:2])([CH3:3])([CH3:4])[n:5]1[n:6][cH:7][cH:8][c:9]1[NH:10][c:11]1[cH:12][cH:13][cH:14][c:15]([CH2:17][C:18]2([C:37](=[O:38])[NH:42][NH:41][C:40](=[O:43])[O:44][C:45]([CH3:46])([CH3:47])[CH3:48])[CH2:19][CH2:20][N:21]([C:24]([c:25]3[c:26]([F:35])[c:27]([C:31]([F:32])([F:33])[F:34])[cH:28][cH:29][cH:30]3)=[O:36])[CH2:22][CH2:23]2)[n:16]1. Reactants: CCc1ccccc1, C#CC(=O)OCC, CCCCCCC, Cc1ccc(C=O)c([N+](=O)[O-])c1, CC(=O)O, CC(C)[N-]C(C)C, [Cl-], [Li+], [NH4+], C1CCOC1, C1CCOC1, O. Product: CCOC(=O)C#CC(O)c1ccc(C)cc1[N+](=O)[O-]. As a reaction SMILES: [CH2:16]([c:17]1[cH:18][cH:19][cH:20][cH:21][cH:22]1)[CH3:23].[CH3:1][CH2:2][O:3][C:4](=[O:5])[C:6]#[CH:7].[CH3:29][CH2:30][CH2:31][CH2:32][CH2:33][CH2:34][CH3:35].[CH3:36][c:37]1[cH:38][c:39]([N+:45](=[O:46])[O-:47])[c:40]([CH:41]=[O:42])[cH:43][cH:44]1.[CH3:50][C:51](=[O:52])[OH:53].[CH:8]([N-:9][CH:10]([CH3:11])[CH3:12])([CH3:13])[CH3:14].[Cl-:48].[Li+:15].[NH4+:49].[O:24]1[CH2:25][CH2:26][CH2:27][CH2:28]1.[O:54]1[CH2:55][CH2:56][CH2:57][CH2:58]1.[OH2:59]>>[CH3:1][CH2:2][O:3][C:4](=[O:5])[C:6]#[C:7][CH:41]([c:40]1[c:39]([N+:45](=[O:46])[O-:47])[cH:38][c:37]([CH3:36])[cH:44][cH:43]1)[OH:42]. RXN SMILES: Br[CH2:2][CH2:3][O:4][CH2:5][CH2:6][CH2:7][CH3:8].[OH:9][C:10]1[CH:17]=[CH:16][C:13]([CH:14]=[O:15])=[CH:12][CH:11]=1.C(=O)([O-])[O-].[K+].[K+]>C(#N)C>[CH2:5]([O:4][CH2:3][CH2:2][O:9][C:10]1[CH:17]=[CH:16][C:13]([CH:14]=[O:15])=[CH:12][CH:11]=1)[CH2:6][CH2:7][CH3:8] |f:2.3.4|. Isolated yield 64.0%. The reactants are BrCCOCCCC (1-bromo-2-butoxy-ethane), OC1=CC=C(C=O)C=C1 (4-hydroxybenzaldehyde), C([O-])([O-])=O.[K+].[K+] (potassium carbonate). Reported procedure: Nine grams (0.05 mole) of 1-bromo-2-butoxy-ethane and 6.1 grams (0.05 mole) of 4-hydroxybenzaldehyde were dissolved in 75 mls. of acetonitrile. Into the mixture were added 13.8 grams (0.1 mole) of finely ground potassium carbonate and the resulting reaction mixture was stirred under reflux for ten hours. The reaction mixture was allowed to cool, was filtered, washed with acetonitrile and evaporated to an amber oily product. The product was passed through a silica gel chromatographic column for r... Run in C(C)#N (acetonitrile). Product: C(CCC)OCCOC1=CC=C(C=O)C=C1 (4-(2-butoxyethoxy)benzaldehyde). Reactants: BrC1=NC=2NC(N(C(C2N1CC1=C(C=CC=C1F)Cl)=O)C)=O (8-bromo-7-(2-chloro-6-fluorobenzyl)-1-methyl-3,7-dihydro-1H-purine-2,6-dione), C(=O)([O-])[O-].[K+].[K+] (K2CO3), C(C)(C)I (isopropyl iodide). The solvent is CN(C)C=O (DMF). Run at time 15 hour. Yields the product BrC1=NC=2N(C(N(C(C2N1CC1=C(C=CC=C1F)Cl)=O)C)=O)C(C)C (8-bromo-7-(2-chloro-6-fluorobenzyl)-3-isopropyl-1-methyl-3,7-dihydro-1H-purine-2,6-dione). The yield is 63.0%. RXN SMILES: [Br:1][C:2]1[N:10]([CH2:11][C:12]2[C:17]([F:18])=[CH:16][CH:15]=[CH:14][C:13]=2[Cl:19])[C:9]2[C:8](=[O:20])[N:7]([CH3:21])[C:6](=[O:22])[NH:5][C:4]=2[N:3]=1.C([O-])([O-])=O.[K+].[K+].[CH:29](I)([CH3:31])[CH3:30]>CN(C=O)C>[Br:1][C:2]1[N:10]([CH2:11][C:12]2[C:17]([F:18])=[CH:16][CH:15]=[CH:14][C:13]=2[Cl:19])[C:9]2[C:8](=[O:20])[N:7]([CH3:21])[C:6](=[O:22])[N:5]([CH:29]([CH3:31])[CH3:30])[C:4]=2[N:3]=1 |f:1.2.3|. Reported procedure: A solution of 8-bromo-7-(2-chloro-6-fluorobenzyl)-1-methyl-3,7-dihydro-1H-purine-2,6-dione (67 mg, 0.17 mmol) and K2CO3 (239 mg, 1.7 mmol) in 1.7 mL DMF was treated with isopropyl iodide (85 μL, 0.86 mmol). The reaction was stirred at room temperature for 15 hr. The reaction mixture was filtered through a silica plug and rinsed with EtOAc. The solvent was removed under reduced pressure and the crude product was purified by preparative thin layer chromatography (silica gel, 1 mm plate, EM Science... Reaction SMILES: [CH2:38]1[O:39][CH2:40][CH2:41][CH2:42]1.[CH3:1][O:2][C:3]([CH2:4][c:5]1[cH:6][c:7]([CH3:32])[c:8](-[c:11]2[s:12][c:13](-[c:16]3[n:17](-[c:25]4[c:26]([Cl:31])[cH:27][cH:28][cH:29][cH:30]4)[cH:18][c:19]([C:21]([F:22])([F:23])[F:24])[n:20]3)[cH:14][cH:15]2)[cH:9][cH:10]1)=[O:33].[ClH:37].[Li+:36].[OH-:35].[OH2:34].[OH2:43]>>[O:2]=[C:3]([CH2:4][c:5]1[cH:6][c:7]([CH3:32])[c:8](-[c:11]2[s:12][c:13](-[c:16]3[n:17](-[c:25]4[c:26]([Cl:31])[cH:27][cH:28][cH:29][cH:30]4)[cH:18][c:19]([C:21]([F:22])([F:23])[F:24])[n:20]3)[cH:14][cH:15]2)[cH:9][cH:10]1)[OH:33]. Starting materials: C1CCOC1, COC(=O)Cc1ccc(-c2ccc(-c3nc(C(F)(F)F)cn3-c3ccccc3Cl)s2)c(C)c1, Cl, [Li+], [OH-], O, O. The product is Cc1cc(CC(=O)O)ccc1-c1ccc(-c2nc(C(F)(F)F)cn2-c2ccccc2Cl)s1. As a reaction SMILES: [CH3:1][C@@H:2]([CH2:16][CH3:17])[CH2:3][NH:4][C:5]1[N:15]=[CH:14][CH:13]=[CH:12][C:6]=1[C:7]([O:9][CH2:10]C)=[O:8].C(C(CC)CNC1N=CC=CC=1C(OCC)=[O:26])C>>[CH3:1][C@@H:2]([CH2:16][CH3:17])[CH2:3][N:4]1[C:5]2[N:15]=[CH:14][CH:13]=[CH:12][C:6]=2[C:7](=[O:8])[O:9][C:10]1=[O:26]. Reported procedure: The title compound was prepared according to the procedure of Example 3B substituting the product of Example 20A for the product of Example 3A (0.400 g, 68%). MS (DCI) m/z 252 (M+NH4)+. Product: C[C@H](CN1C(OC(C2=C1N=CC=C2)=O)=O)CC (1-[(2S)-2-methylbutyl]-2H-pyrido[2,3-d][1,3]oxazine-2,4(1H)-dione). The reactants are C[C@H](CNC1=C(C(=O)OCC)C=CC=N1)CC (ethyl 2-{[(2S)-2-methylbutyl]amino}nicotinate), C(C)C(CNC1=C(C(=O)OCC)C=CC=N1)CC (ethyl 2-[(2-ethylbutyl)amino]nicotinate).